From a dataset of the Open Reaction Database (ORD), a public repository of structured organic reaction records. describe an organic reaction: reactants, conditions, products, and yield Starting materials: COC(=O)OC1CC2=CC=C3C4CCC(C(C)CO)C4(C)CCC3C2(C)C(OC(=O)OC)C1, O, Cc1ccc(S(=O)(=O)Cl)cc1, c1ccncc1. Product: COC(=O)OC1CC2=CC=C3C4CCC(C(C)COS(=O)(=O)c5ccc(C)cc5)C4(C)CCC3C2(C)C(OC(=O)OC)C1. Reaction SMILES: [CH3:1][CH:2]([CH2:3][OH:4])[CH:5]1[CH2:6][CH2:7][CH:8]2[C:9]3=[CH:10][CH:11]=[C:12]4[CH2:13][CH:14]([O:29][C:30](=[O:31])[O:32][CH3:33])[CH2:15][CH:16]([O:24][C:25](=[O:26])[O:27][CH3:28])[C:17]4([CH3:18])[CH:19]3[CH2:20][CH2:21][C:22]12[CH3:23].[OH2:45].[c:34]1([CH3:44])[cH:35][cH:36][c:37]([S:40](=[O:41])(=[O:42])[Cl:43])[cH:38][cH:39]1.[cH:46]1[cH:47][cH:48][n:49][cH:50][cH:51]1>>[CH3:1][CH:2]([CH2:3][O:4][S:40]([c:37]1[cH:36][cH:35][c:34]([CH3:44])[cH:39][cH:38]1)(=[O:41])=[O:42])[CH:5]1[CH2:6][CH2:7][CH:8]2[C:9]3=[CH:10][CH:11]=[C:12]4[CH2:13][CH:14]([O:29][C:30](=[O:31])[O:32][CH3:33])[CH2:15][CH:16]([O:24][C:25](=[O:26])[O:27][CH3:28])[C:17]4([CH3:18])[CH:19]3[CH2:20][CH2:21][C:22]12[CH3:23]. Reactants: [BH4-], CC1(C)CCC=CC12CCCC(C=O)C2, CO, [Na+], [Na+], [OH-]. Yields the product CC1(C)CCC=CC12CCCC(CO)C2. As a reaction SMILES: [BH4-:16].[CH3:1][C:2]1([CH3:15])[CH2:3][CH2:4][CH:5]=[CH:6][C:7]12[CH2:8][CH2:9][CH2:10][CH:11]([CH:13]=[O:14])[CH2:12]2.[CH3:20][OH:21].[Na+:17].[Na+:19].[OH-:18]>>[CH3:1][C:2]1([CH3:15])[CH2:3][CH2:4][CH:5]=[CH:6][C:7]12[CH2:8][CH2:9][CH2:10][CH:11]([CH2:13][OH:14])[CH2:12]2. Reactants: CC1=CC=C2C=CNC2=C1 (6-methyl-1H-indole), O.Cl.N1CCC(CC1)=O (4-piperidone hydrochloride monohydrate). The product is CC1=CC=C2C(=CNC2=C1)C=1CCNCC1 (6-methyl-3-(1,2,3,6-tetrahydropyridin-4-yl)-1H-indole). Isolated yield 18.5%. Reaction SMILES: [CH3:1][C:2]1[CH:10]=[C:9]2[C:5]([CH:6]=[CH:7][NH:8]2)=[CH:4][CH:3]=1.O.Cl.[NH:13]1[CH2:18][CH2:17][C:16](=O)[CH2:15][CH2:14]1>>[CH3:1][C:2]1[CH:10]=[C:9]2[C:5]([C:6]([C:16]3[CH2:17][CH2:18][NH:13][CH2:14][CH:15]=3)=[CH:7][NH:8]2)=[CH:4][CH:3]=1 |f:1.2.3|. Procedure details: Beginning with 3.0 gm (28.0 mMol) 6-methyl-1H-indole and 7.04 gm (45.7 mMol) 4-piperidone hydrochloride monohydrate, 1.1 gm (22%) of the title compound were recovered as a tan powder.